Dataset: the Open Reaction Database (ORD), a public repository of structured organic reaction records. Task: describe an organic reaction: reactants, conditions, products, and yield Reactants: N1C(=NCC1)CN1C=C(C2=CC(=CC=C12)[N+](=O)[O-])S(=O)(=O)C (1-(4,5-dihydro-1H-imidazol-2-ylmethyl)-3-methanesulfonyl-5-nitro-1H-indole), TiCl3. Solvent: C(C)#N (acetonitrile). Yields the product N1C(=NCC1)CN1C=C(C2=CC(=CC=C12)N)S(=O)(=O)C (1-(4,5-Dihydro-1H-imidazol-2-ylmethyl)-3-methanesulfonyl-1H-indol-5-ylamine). RXN SMILES: [NH:1]1[CH2:5][CH2:4][N:3]=[C:2]1[CH2:6][N:7]1[C:15]2[C:10](=[CH:11][C:12]([N+:16]([O-])=O)=[CH:13][CH:14]=2)[C:9]([S:19]([CH3:22])(=[O:21])=[O:20])=[CH:8]1>C(#N)C>[NH:3]1[CH2:4][CH2:5][N:1]=[C:2]1[CH2:6][N:7]1[C:15]2[C:10](=[CH:11][C:12]([NH2:16])=[CH:13][CH:14]=2)[C:9]([S:19]([CH3:22])(=[O:21])=[O:20])=[CH:8]1. Reported procedure: 1-(4,5-Dihydro-1H-imidazol-2-ylmethyl)-3-methanesulfonyl-1H-indol-5-ylamine, (mp 215-217° C.) was prepared by reduction of the nitro group of compound 1-(4,5-dihydro-1H-imidazol-2-ylmethyl)-3-methanesulfonyl-5-nitro-1H-indole, with TiCl3 in aqueous acetonitrile. Starting materials: CCOC(=O)C (AcOEt), ClC1=NC=C(C(=O)OC)C=C1 (methyl 6-chloronicotinate), C(C1=CC=CC=C1)N1CC(CC1)N (1-benzyl-3-aminopyrrolidine), C(=O)([O-])[O-].[K+].[K+] (K2CO3). The solvent is O (water), CN(C)C=O (DMF). Reaction conditions: temperature 100 celsius, time 10 hour. The product is C(C1=CC=CC=C1)N1CC(CC1)NC1=NC=C(C(=O)OC)C=C1 (methyl 6-[(1-benzylpyrrolidin-3-yl)amino]nicotinate). The yield is 46.0%. Reaction SMILES: Cl[C:2]1[CH:11]=[CH:10][C:5]([C:6]([O:8][CH3:9])=[O:7])=[CH:4][N:3]=1.[CH2:12]([N:19]1[CH2:23][CH2:22][CH:21]([NH2:24])[CH2:20]1)[C:13]1[CH:18]=[CH:17][CH:16]=[CH:15][CH:14]=1.C([O-])([O-])=O.[K+].[K+].CCOC(C)=O>CN(C=O)C.O>[CH2:12]([N:19]1[CH2:23][CH2:22][CH:21]([NH:24][C:2]2[CH:11]=[CH:10][C:5]([C:6]([O:8][CH3:9])=[O:7])=[CH:4][N:3]=2)[CH2:20]1)[C:13]1[CH:14]=[CH:15][CH:16]=[CH:17][CH:18]=1 |f:2.3.4|. Procedure details: A mixture of methyl 6-chloronicotinate (5.0 g), 1-benzyl-3-aminopyrrolidine (6.16 g) and K2CO3 (4.83 g) in DMF (20 ml) was stirred at 100° C. for 10 hours under atmospheric pressure of nitrogen. The reaction mixture was poured into a mixture of AcOEt and water and the organic layer was washed with brine and dried over MgSO4. The solvent was evaporated in vacuo and the residue was chromatographed on silicagel eluting with AcOEt-MeOH (97:3). The eluted fractions containing the desired product were... The product is Cc1c(C)c(N2CCN(C(=O)OC(C)(C)C)CC2)c(C)c2c1OC(C)(C)C2=O. Reactants: CC(=O)[O-], CC(=O)[O-], Cc1c(C)c(N2CCNCC2)c(C)c2c1OC(C)(C)C2=O, CC(C)(C)[O-], Cc1ccccc1, CCOC(C)=O, [Na+], [Pd+2], c1ccc(P(c2ccccc2)c2ccc3ccccc3c2-c2c(P(c3ccccc3)c3ccccc3)ccc3ccccc23)cc1. Reaction SMILES: [C:87]([O-:88])(=[O:89])[CH3:90].[C:92]([O-:93])(=[O:94])[CH3:95].[CH3:14][C:15]1([CH3:34])[O:16][c:17]2[c:18]([c:21]([CH3:33])[c:22]([N:27]3[CH2:28][CH2:29][NH:30][CH2:31][CH2:32]3)[c:23]([CH3:26])[c:24]2[CH3:25])[C:19]1=[O:20].[CH3:1][C:2]([CH3:3])([O-:4])[CH3:5].[CH3:7][c:8]1[cH:9][cH:10][cH:11][cH:12][cH:13]1.[CH3:81][CH2:82][O:83][C:84](=[O:85])[CH3:86].[Na+:6].[Pd+2:91].[cH:35]1[cH:36][cH:37][c:38]([P:39]([c:40]2[cH:41][cH:42][c:43]3[c:44]([cH:45][cH:46][cH:47][cH:48]3)[c:49]2-[c:50]2[c:51]3[c:52]([cH:53][cH:54][cH:55][cH:56]3)[cH:57][cH:58][c:59]2[P:60]([c:61]2[cH:62][cH:63][cH:64][cH:65][cH:66]2)[c:67]2[cH:68][cH:69][cH:70][cH:71][cH:72]2)[c:73]2[cH:74][cH:75][cH:76][cH:77][cH:78]2)[cH:79][cH:80]1>>[CH3:1][C:2]([CH3:3])([O:4][C:82]([N:30]1[CH2:29][CH2:28][N:27]([c:22]2[c:21]([CH3:33])[c:18]3[c:17]([c:24]([CH3:25])[c:23]2[CH3:26])[O:16][C:15]([CH3:14])([CH3:34])[C:19]3=[O:20])[CH2:32][CH2:31]1)=[O:83])[CH3:5]. Starting materials: Cl.ClCCC=1N=CNC1 (4-(2-chloroethyl)-1H-imidazole hydrochloride), C(C)OCC (diethyl ether), [H-].[Na+] (sodium hydride), C(CC)C1=CC=C(C=C1)O (4-propylphenol). The reagents and catalysts are [I-].C(CCC)[N+](CCCC)(CCCC)CCCC (tetrabutylammonium iodide). The solvent is CN(C=O)C (dimethylformamide). Reaction conditions: time 1 hour. The product is C(CC)C1=CC=C(OCCC=2N=CNC2)C=C1 (4-[2-(4-Propylphenoxy)ethyl]-1H-imidazole). RXN SMILES: [H-].[Na+].[CH2:3]([C:6]1[CH:11]=[CH:10][C:9]([OH:12])=[CH:8][CH:7]=1)[CH2:4][CH3:5].Cl.Cl[CH2:15][CH2:16][C:17]1[N:18]=[CH:19][NH:20][CH:21]=1.C(OCC)C>CN(C)C=O.[I-].C([N+](CCCC)(CCCC)CCCC)CCC>[CH2:3]([C:6]1[CH:11]=[CH:10][C:9]([O:12][CH2:15][CH2:16][C:17]2[N:18]=[CH:19][NH:20][CH:21]=2)=[CH:8][CH:7]=1)[CH2:4][CH3:5] |f:0.1,3.4,7.8|. Procedure details: 240 mg (60% in oil; 6 mmol) of sodium hydride are slowly added to a solution of 1.63 g (12 mmol) of 4-propylphenol in 10 ml of dimethylformamide and the mixture is stirred at room temperature for 1 hour. 200 mg (1.2 mmol) of 4-(2-chloroethyl)-1H-imidazole hydrochloride and tetrabutylammonium iodide are added and the mixture is stirred at 80° C. for 3 days. The reaction mixture is cooled and 150 ml of diethyl ether are added. The precipitate is separated by filtration and the filtrate is evaporat...